Dataset: the Open Reaction Database (ORD), a public repository of structured organic reaction records. Task: describe an organic reaction: reactants, conditions, products, and yield Reactants: CC(C)(C)OC(=O)NCCBr, CC(=O)OCc1cc(=O)c(OCc2ccccc2)c[nH]1, O=C([O-])[O-], CCOC(C)=O, CS(C)=O, [K+], [K+], O. RXN SMILES: [Br:21][CH2:22][CH2:23][NH:24][C:25]([O:26][C:27]([CH3:28])([CH3:29])[CH3:30])=[O:31].[C:1]([CH3:2])(=[O:3])[O:4][CH2:5][c:6]1[nH:7][cH:8][c:9]([O:13][CH2:14][c:15]2[cH:16][cH:17][cH:18][cH:19][cH:20]2)[c:10](=[O:12])[cH:11]1.[C:32](=[O:33])([O-:34])[O-:35].[CH3:38][CH2:39][O:40][C:41](=[O:42])[CH3:43].[CH3:44][S:45](=[O:46])[CH3:47].[K+:36].[K+:37].[OH2:48]>>[C:1]([CH3:2])(=[O:3])[O:4][CH2:5][c:6]1[n:7][cH:8][c:9]([O:13][CH2:14][c:15]2[cH:16][cH:17][cH:18][cH:19][cH:20]2)[c:10]([O:12][CH2:22][CH2:23][NH:24][C:25]([O:26][C:27]([CH3:28])([CH3:29])[CH3:30])=[O:31])[cH:11]1. The product is CC(=O)OCc1cc(OCCNC(=O)OC(C)(C)C)c(OCc2ccccc2)cn1. Reactants: COCOC1=C(C(=CC2=CC=CC=C12)C(F)(F)F)C1=CC=C(C=C1)OCC1=CC=CC=C1 (1-{[(Methyloxy)methyl]oxy}-2-{4-[(phenylmethyl)oxy]phenyl}-3-(trifluoro methyl)naphthalene), Cl (HCl). Run in O1CCOCC1 (dioxane). Product: C1(=CC=CC=C1)COC1=CC=C(C=C1)C1=C(C2=CC=CC=C2C=C1C(F)(F)F)O (2-{4-[(Phenylmethyl)oxy]phenyl}-3-(trifluoromethyl)-1-naphthalenol). Yield: 98.6%. RXN SMILES: COC[O:4][C:5]1[C:14]2[C:9](=[CH:10][CH:11]=[CH:12][CH:13]=2)[CH:8]=[C:7]([C:15]([F:18])([F:17])[F:16])[C:6]=1[C:19]1[CH:24]=[CH:23][C:22]([O:25][CH2:26][C:27]2[CH:32]=[CH:31][CH:30]=[CH:29][CH:28]=2)=[CH:21][CH:20]=1.Cl>O1CCOCC1>[C:27]1([CH2:26][O:25][C:22]2[CH:23]=[CH:24][C:19]([C:6]3[C:7]([C:15]([F:17])([F:18])[F:16])=[CH:8][C:9]4[C:14](=[CH:13][CH:12]=[CH:11][CH:10]=4)[C:5]=3[OH:4])=[CH:20][CH:21]=2)[CH:32]=[CH:31][CH:30]=[CH:29][CH:28]=1. Reported procedure: 1-{[(Methyloxy)methyl]oxy}-2-{4-[(phenylmethyl)oxy]phenyl}-3-(trifluoromethyl)naphthalene (185) (0.32 g, 0.72 mmol) was treated with 4.0M HCl in dioxane at room temperature to give 0.28 g (99%) of the title compound (186) as a white solid. 1H NMR (400 MHz, CDCl3): δ 5.14 (s, 2H), 5.48 (s, 1H), 7.14 (d, J=8.6 Hz, 2H), 7.31 (d, J=8.6 Hz, 2H), 7.34-7.40 (m, 1H), 7.40-7.50 (m, 2H), 7.49 (d, J=7.3 Hz, 2H), 7.57-7.65 (m, 2H), 7.85 (s, 1H), 7.88-7.94 (m, 1H), 8.24-8.29 (m, 1H). LCMS (ESI): m/z 417 (M+N... As a reaction SMILES: [C:44]([BH3-:45])#[N:46].[Cl:1][c:2]1[cH:3][cH:4][c:5]([CH2:6][n:7]2[c:8]([CH2:34][C:35]([C:36](=[O:37])[O:38][CH3:39])([CH3:40])[CH3:41])[c:9]([C:28]([C:29]([CH3:30])([CH3:31])[CH3:32])=[O:33])[c:10]3[cH:11][c:12]([O:16][CH2:17][c:18]4[n:19][c:20]5[cH:21][cH:22][cH:23][cH:24][c:25]5[cH:26][cH:27]4)[cH:13][cH:14][c:15]23)[cH:42][cH:43]1.[Cl:48][CH:49]([Cl:50])[CH3:51].[I-:52].[I-:54].[Na+:47].[Zn+2:53]>>[Cl:1][c:2]1[cH:3][cH:4][c:5]([CH2:6][n:7]2[c:8]([CH2:34][C:35]([C:36](=[O:37])[O:38][CH3:39])([CH3:40])[CH3:41])[c:9]([CH2:28][C:29]([CH3:30])([CH3:31])[CH3:32])[c:10]3[cH:11][c:12]([O:16][CH2:17][c:18]4[n:19][c:20]5[cH:21][cH:22][cH:23][cH:24][c:25]5[cH:26][cH:27]4)[cH:13][cH:14][c:15]23)[cH:42][cH:43]1. The product is COC(=O)C(C)(C)Cc1c(CC(C)(C)C)c2cc(OCc3ccc4ccccc4n3)ccc2n1Cc1ccc(Cl)cc1. The reactants are [BH3-]C#N, COC(=O)C(C)(C)Cc1c(C(=O)C(C)(C)C)c2cc(OCc3ccc4ccccc4n3)ccc2n1Cc1ccc(Cl)cc1, CC(Cl)Cl, [I-], [I-], [Na+], [Zn+2]. Run in C1CCOC1 (THF), O (H2O). Starting materials: [Si](C)(C)(C(C)(C)C)O[C@H]1CCOC2=CC(=CC=C12)CN1CCC(CC1)F ((5)-1-((4-(tert-butyldimethylsilyloxy)-3,4-dihydro-2H-chromen-7-yl)methyl)-4-fluoropiperidine), CCCC[N+](CCCC)(CCCC)CCCC.[F-] (TBAF). RXN SMILES: [Si]([O:8][C@@H:9]1[C:18]2[C:13](=[CH:14][C:15](CN3CCC(F)CC3)=[CH:16][CH:17]=2)[O:12][CH2:11][CH2:10]1)(C(C)(C)C)(C)C.CCCC[N+:31]([CH2:40][CH2:41][CH2:42][CH3:43])([CH2:36]CCC)[CH2:32]CCC.[F-:44]>C1COCC1.O>[F:44][CH:42]1[CH2:43][CH2:36][N:31]([CH2:32][CH:11]2[CH2:10][CH:9]([OH:8])[C:18]3[C:13](=[CH:14][CH:15]=[CH:16][CH:17]=3)[O:12]2)[CH2:40][CH2:41]1 |f:1.2|. Product: FC1CCN(CC1)CC1OC2=CC=CC=C2C(C1)O ((4-fluoropiperidin-1-yl)methyl-3,4-dihydro-2H-chromen-4-ol). Procedure details: A mixture of (5)-1-((4-(tert-butyldimethylsilyloxy)-3,4-dihydro-2H-chromen-7-yl)methyl)-4-fluoropiperidine (4.54 g, 12.5 mmol) and TBAF (7.92 g, 37.49 mmol) in THF (50 mL) was stirred for 16 h at RT. The reaction mixture was taken up in H2O, and extracted with EtOAc (3×). The organic layers were extracted with 10% aqueous HCl. The combined aqueous extracts were neutralized with 2N NaOH, and extracted with CH2Cl2 (3×). The combined organic extracts were dried over MgSO4 and concentrated to give t... Conditions: time 16 hour. The reactants are COC(C(C=1C=C2CC(CC2=CC1)C)=O)=O (α-oxo-2-methyl-5-indanacetic acid methyl ester), C1(CCCCC1)[NH3+] (cyclohexyl-ammonium). The product is CC1CC2=CC=C(C=C2C1)CC(=O)O (2-methyl-5-indanacetic acid). RXN SMILES: C[O:2][C:3](=[O:16])[C:4](=O)[C:5]1[CH:6]=[C:7]2[C:11](=[CH:12][CH:13]=1)[CH2:10][CH:9]([CH3:14])[CH2:8]2.C1([NH3+])CCCCC1>>[CH3:14][CH:9]1[CH2:8][C:7]2[C:11](=[CH:12][CH:13]=[C:5]([CH2:4][C:3]([OH:16])=[O:2])[CH:6]=2)[CH2:10]1. Procedure details: α-oxo-2-methyl-5-indanacetic acid methyl ester is reduced in a manner analogous to that described in Example 4. The cyclohexyl-ammonium salt of the title compound has a M.P. of 175°-178°. Starting materials: C(O)([O-])=O.[Na+] (sodium hydrogencarbonate), COC(CCC1=C2CCCC(C2=CC=C1)=O)CCC (5-(3-methyloxyhexyl)tetralone), BrBr (bromine), NC(=S)N (thiourea). Run in C(C)O (ethanol), CO.C(Cl)(Cl)Cl (methanol chloroform). Reaction conditions: time 1 hour. The product is COC(CCC1=C2CCC3=C(N=C(S3)N)C2=CC=C1)CCC (4,5-dihydro-6-(3-methyloxyhexyl)naphtho[1,2-d]thiazol-2-ylamine). The yield is 42.1%. As a reaction SMILES: [CH3:1][O:2][CH:3]([CH2:17][CH2:18][CH3:19])[CH2:4][CH2:5][C:6]1[CH:15]=[CH:14][CH:13]=[C:12]2[C:7]=1[CH2:8][CH2:9][CH2:10][C:11]2=O.BrBr.[NH2:22][C:23]([NH2:25])=[S:24].C(=O)([O-])O.[Na+]>C(O)C.CO.C(Cl)(Cl)Cl>[CH3:1][O:2][CH:3]([CH2:17][CH2:18][CH3:19])[CH2:4][CH2:5][C:6]1[CH:15]=[CH:14][CH:13]=[C:12]2[C:7]=1[CH2:8][CH2:9][C:10]1[S:24][C:23]([NH2:25])=[N:22][C:11]=12 |f:3.4,6.7|. Reported procedure: To a 10% methanol-chloroform (60 mL) solution of 5-(3-methyloxyhexyl)tetralone (6) (9.0 g) was added bromine (5.5 g), and the reaction mixture was stirred for 1 h. After the solvent was evaoprated, the residue was dissolved in ethanol (60 mL), and to the residue was added thiourea (2.65 g). After the mixture was heated at reflux for 7 h, the reaction solvent was evported. To the residue was added a saturated sodium hydrogencarbonate aqueous solution, and the mixture was extracted with ethyl acet... The reactants are CN(C)N, CCO, N#Cc1ccc(CC2CCCCC2=O)cc1. Yields the product CN(C)N=C1CCCCC1Cc1ccc(C#N)cc1. Reaction SMILES: [CH3:17][N:18]([NH2:19])[CH3:20].[CH3:21][CH2:22][OH:23].[O:1]=[C:2]1[CH:3]([CH2:8][c:9]2[cH:10][cH:11][c:12]([C:13]#[N:14])[cH:15][cH:16]2)[CH2:4][CH2:5][CH2:6][CH2:7]1>>[C:2]1(=[N:19][N:18]([CH3:17])[CH3:20])[CH:3]([CH2:8][c:9]2[cH:10][cH:11][c:12]([C:13]#[N:14])[cH:15][cH:16]2)[CH2:4][CH2:5][CH2:6][CH2:7]1. Reactants: KN(TMS)2, COC1=CC2=C(C(NO2)=O)C=C1 (6-Methoxy-benzo[d]isoxazol-3-one), BrCC(=O)OC (Methyl bromoacetate). Solvent: C1CCOC1 (THF). Yields the product COC(CN1OC2=C(C1=O)C=CC(=C2)OC)=O (6-Methoxy-3-oxo-3H-benzo[d]isoxazol-2-yl-acetic acid methyl ester). The yield is 43.5%. Reaction SMILES: [CH3:1][O:2][C:3]1[CH:12]=[CH:11][C:6]2[C:7](=[O:10])[NH:8][O:9][C:5]=2[CH:4]=1.Br[CH2:14][C:15]([O:17][CH3:18])=[O:16]>C1COCC1>[CH3:18][O:17][C:15](=[O:16])[CH2:14][N:8]1[C:7](=[O:10])[C:6]2[CH:11]=[CH:12][C:3]([O:2][CH3:1])=[CH:4][C:5]=2[O:9]1. Procedure details: The KN(TMS)2 (7.2 g) was added to a solution of compound 22B (4 g) in 150 mL of THF at 0° C. by portion, another one hour at 0° C. with stirring. Methyl bromoacetate (7 g) was added, stirred at RT overnight. The reaction mixture was quenched with 150 mL of ethyl acetate and 100 mL of 2N HCl. The organic layer was separated, washed with water, brine, dried (MgSO4), concentrated to afford an off-white solid compound 22C (2.5 g). mp 185-188° C.; MS: 238 (M+1)+. Preparation of 5-Chlorosulfonyl-6-met... Starting materials: CO, CC(=O)Cl, CSCCC(N)C(=O)O. The product is COC(=O)C(N)CCSC. Reaction SMILES: [CH3:14][OH:15].[CH3:1][C:2](=[O:3])[Cl:4].[CH3:5][S:6][CH2:7][CH2:8][CH:9]([NH2:10])[C:11]([OH:12])=[O:13]>>[CH3:1][O:13][C:11]([CH:9]([CH2:8][CH2:7][S:6][CH3:5])[NH2:10])=[O:12].